From a dataset of the Open Reaction Database (ORD), a public repository of structured organic reaction records. describe an organic reaction: reactants, conditions, products, and yield The reactants are C(C)OC(=O)CCC1=CC=2CC3=C(NC(C=4N3C=C(N4)C(=O)OCC)=O)C2C=C1 (ethyl 8-(2-ethoxycarbonylethyl)-4,5-dihydro-4-oxo-10H-imidazo[1,2-a]indeno[1,2-e]pyrazin-2-carboxylate), O1CCOCC1 (dioxane), [OH-].[Na+] (sodium hydroxide), Cl (hydrochloric acid). The solvent is O (water). Conditions: time 6 hour. Product: C(=O)(O)CCC1=CC=2CC3=C(NC(C=4N3C=C(N4)C(=O)O)=O)C2C=C1 (8-(2-carboxyethyl)-4,5-dihydro-4-oxo-10H-imidazo[1,2-a]indeno[1,2-e]pyrazine-2-carboxylic acid). The yield is 59.9%. Reaction SMILES: [OH-].[Na+].C([O:5][C:6]([CH2:8][CH2:9][C:10]1[CH:31]=[CH:30][C:29]2[C:15]3[NH:16][C:17](=[O:28])[C:18]4[N:19]([CH:20]=[C:21]([C:23]([O:25]CC)=[O:24])[N:22]=4)[C:14]=3[CH2:13][C:12]=2[CH:11]=1)=[O:7])C.O1CCOCC1.Cl>O>[C:6]([CH2:8][CH2:9][C:10]1[CH:31]=[CH:30][C:29]2[C:15]3[NH:16][C:17](=[O:28])[C:18]4[N:19]([CH:20]=[C:21]([C:23]([OH:25])=[O:24])[N:22]=4)[C:14]=3[CH2:13][C:12]=2[CH:11]=1)([OH:7])=[O:5] |f:0.1|. Procedure: 18 ml of 1N sodium hydroxide solution are added, under an argon blanket, to a stirred mixture, at a temperature in the region of 20° C., of 1.75 g of ethyl 8-(2-ethoxycarbonylethyl)-4,5-dihydro-4-oxo-10H-imidazo[1,2-a]indeno[1,2-e]pyrazin-2-carboxylate, 220 ml of dioxane and 60 ml of water and stirring is continued for 6 hours. The reaction mixture is filtered, the solid is washed with 2×20 ml of dioxane and 30 ml of water are added to the solid. The solution obtained is acidified to pH 1 with 1... Reactants: BrC1=CC=C2C=CN=C(C2=C1)N1CCN(CC1)C(=O)OC(C)(C)C (4-(7-bromo-isoquinoline-1-yl)-piperazine-1-carboxylic acid, tert-butyl ester), CC=1C=C(C=C(C1)C)S (3,5-dimethyl-thiophenol). The reagents and catalysts are C=1C=CC(=CC1)[P](C=2C=CC=CC2)(C=3C=CC=CC3)[Pd]([P](C=4C=CC=CC4)(C=5C=CC=CC5)C=6C=CC=CC6)([P](C=7C=CC=CC7)(C=8C=CC=CC8)C=9C=CC=CC9)[P](C=1C=CC=CC1)(C=1C=CC=CC1)C=1C=CC=CC1 (Pd(PPh3)4). Solvent: C(CCC)O (nBuOH). Run at temperature 110 celsius. The product is C(C)(C)(C)OC(=O)N1CCN(CC1)C1=NC=CC2=CC=C(C=C12)SC1=CC(=CC(=C1)C)C (4-[7-(3,5-Dimethyl-phenylsulfanyl)-isoquinolin-1-yl]-piperazine-1-carboxylic acid tert-butyl ester). The yield is 65.0%. Reaction SMILES: Br[C:2]1[CH:11]=[C:10]2[C:5]([CH:6]=[CH:7][N:8]=[C:9]2[N:12]2[CH2:17][CH2:16][N:15]([C:18]([O:20][C:21]([CH3:24])([CH3:23])[CH3:22])=[O:19])[CH2:14][CH2:13]2)=[CH:4][CH:3]=1.[CH3:25][C:26]1[CH:27]=[C:28]([SH:33])[CH:29]=[C:30]([CH3:32])[CH:31]=1>C(O)CCC.C1C=CC([P]([Pd]([P](C2C=CC=CC=2)(C2C=CC=CC=2)C2C=CC=CC=2)([P](C2C=CC=CC=2)(C2C=CC=CC=2)C2C=CC=CC=2)[P](C2C=CC=CC=2)(C2C=CC=CC=2)C2C=CC=CC=2)(C2C=CC=CC=2)C2C=CC=CC=2)=CC=1>[C:21]([O:20][C:18]([N:15]1[CH2:16][CH2:17][N:12]([C:9]2[C:10]3[C:5](=[CH:4][CH:3]=[C:2]([S:33][C:28]4[CH:29]=[C:30]([CH3:32])[CH:31]=[C:26]([CH3:25])[CH:27]=4)[CH:11]=3)[CH:6]=[CH:7][N:8]=2)[CH2:13][CH2:14]1)=[O:19])([CH3:24])([CH3:23])[CH3:22] |^1:42,44,63,82|. Procedure: A mixture of 4-(7-bromo-isoquinoline-1-yl)-piperazine-1-carboxylic acid, tert-butyl ester (0.5 g, 1.3 mmol), 3,5-dimethyl-thiophenol (180 mg, 1.3 mmol), NatBuO (0.44 g, 4.5 mmol), Pd(PPh3)4 (74 mg, 0.065 mmol) in nBuOH (10 mL) was heated at 110° C., 3 h. The reaction mixture was filtered. The filtrate was concentrated and the residue was dissolved in ethyl acetate. The organic phase was washed with water (50 mL×3), separated and dried (MgSO4), filtered. The volatiles were evaporated and the resi... The reactants are C(C1=CC=CC=C1)N1CCC(CC1)(C#C)OC(NCC1=CC=CC=C1)=O (1-benzyl-4-benzylcarbamoyloxy-4-ethynylpiperidine), C[O-].[Na+] (sodium methoxide). Run in CO (methanol). Conditions: temperature 0 celsius. Product: C(C1=CC=CC=C1)N1C(OC2(C1=C)CCN(CC2)CC2=CC=CC=C2)=O (3,8-dibenzyl-4-methylene-2-oxo-1-oxa-3,8-diazaspiro[4,5]decane). The yield is 83.0%. Reaction SMILES: [CH2:1]([N:8]1[CH2:13][CH2:12][C:11]([O:16][C:17](=[O:26])[NH:18][CH2:19][C:20]2[CH:25]=[CH:24][CH:23]=[CH:22][CH:21]=2)([C:14]#[CH:15])[CH2:10][CH2:9]1)[C:2]1[CH:7]=[CH:6][CH:5]=[CH:4][CH:3]=1.C[O-].[Na+]>CO>[CH2:19]([N:18]1[C:14](=[CH2:15])[C:11]2([CH2:12][CH2:13][N:8]([CH2:1][C:2]3[CH:7]=[CH:6][CH:5]=[CH:4][CH:3]=3)[CH2:9][CH2:10]2)[O:16][C:17]1=[O:26])[C:20]1[CH:21]=[CH:22][CH:23]=[CH:24][CH:25]=1 |f:1.2|. Reported procedure: A solution containing 34.8 g of 1-benzyl-4-benzylcarbamoyloxy-4-ethynylpiperidine and 1.1 g of sodium methoxide in 350 ml of anhydrous methanol is refluxed for 4 hours. After cooling down and maintaining the reaction mixture at 0° C. for 30 to 60 minutes the crystalline precipitate is filtered and recrystallized from methanol to obtain the title compound in 83% yield, m.p.: 113°-114° C. Reactants: CCO, Cl, Fc1c(F)c(F)c(S)c(F)c1F, [Na+], [OH-], ClCc1ccccn1. Product: Cl, Fc1c(F)c(F)c(SCc2ccccn2)c(F)c1F. As a reaction SMILES: [CH3:24][CH2:25][OH:26].[ClH:23].[F:1][c:2]1[c:3]([F:12])[c:4]([F:11])[c:5]([F:10])[c:6]([F:9])[c:7]1[SH:8].[Na+:14].[OH-:13].[c:15]1([CH2:21][Cl:22])[cH:16][cH:17][cH:18][cH:19][n:20]1>>[ClH:22].[F:1][c:2]1[c:3]([F:12])[c:4]([F:11])[c:5]([F:10])[c:6]([F:9])[c:7]1[S:8][CH2:21][c:15]1[cH:16][cH:17][cH:18][cH:19][n:20]1.